From a dataset of the Open Reaction Database (ORD), a public repository of structured organic reaction records. describe an organic reaction: reactants, conditions, products, and yield Reactants: C(CCCC(=O)O)(=O)O (glutaric acid), CNCCC1=CNC2=CC=CC=C12 (N-methyl-tryptamine). Run at temperature 150 celsius. Yields the product CN(CCC1=CNC2=CC=CC=C12)C(CCCC(=O)O)=O (N-methyl-N-(4-carboxybutyryl)-tryptamine). The yield is 75.0%. RXN SMILES: [C:1]([OH:9])(=[O:8])[CH2:2][CH2:3][CH2:4][C:5]([OH:7])=O.[CH3:10][NH:11][CH2:12][CH2:13][C:14]1[C:22]2[C:17](=[CH:18][CH:19]=[CH:20][CH:21]=2)[NH:16][CH:15]=1>>[CH3:10][N:11]([C:5](=[O:7])[CH2:4][CH2:3][CH2:2][C:1]([OH:9])=[O:8])[CH2:12][CH2:13][C:14]1[C:22]2[C:17](=[CH:18][CH:19]=[CH:20][CH:21]=2)[NH:16][CH:15]=1. Procedure: 6.6 g of glutaric acid were added to 8.70 g of N-methyl-tryptamine (i.e., 3-(2-methylaminoethyl)-indole), and the mixture was heated at 150° C. under reduced pressure for 2 hours. After the reaction was completed, the product was recrystallized from a mixture of ethyl acetate and n-hexane. 10.8 g of N-methyl-N-(4-carboxybutyryl)-tryptamine (i.e., 3-[2-(N-methyl-4-carboxybutanamido)ethyl]-indole) were thereby obtained. M.p. 125°-126° C. Yield: 75.0% Starting materials: ClC1=NC2=CC=C(C=C2C=C1C(=O)O)Cl (2,6-dichloroquinoline-3-carboxylic acid), CN1C=C(C[C@H](N)C(=O)O)C2=CC=CC=C12 (1-methyl-L-tryptophan). Product: C(=O)(O)[C@H](CC1=CN(C2=CC=CC=C12)C)NC1=NC2=CC=C(C=C2C=C1C(=O)O)Cl (2-[(S)-1-Carboxy-2-(1-methyl-1H-indol-3-yl)-ethylamino]-6-chloro-quinoline-3-carboxylic acid). The yield is 21.0%. Reaction SMILES: Cl[C:2]1[C:11]([C:12]([OH:14])=[O:13])=[CH:10][C:9]2[C:4](=[CH:5][CH:6]=[C:7]([Cl:15])[CH:8]=2)[N:3]=1.[CH3:16][N:17]1[C:31]2[C:26](=[CH:27][CH:28]=[CH:29][CH:30]=2)[C:19]([CH2:20][C@@H:21]([C:23]([OH:25])=[O:24])[NH2:22])=[CH:18]1>>[C:23]([C@@H:21]([NH:22][C:2]1[C:11]([C:12]([OH:14])=[O:13])=[CH:10][C:9]2[C:4](=[CH:5][CH:6]=[C:7]([Cl:15])[CH:8]=2)[N:3]=1)[CH2:20][C:19]1[C:26]2[C:31](=[CH:30][CH:29]=[CH:28][CH:27]=2)[N:17]([CH3:16])[CH:18]=1)([OH:25])=[O:24]. Procedure: In close analogy to the procedure described in Example 1, 2,6-dichloroquinoline-3-carboxylic acid is reacted with 1-methyl-L-tryptophan to provide the title compound in 21% yield as yellow needles (recrystallization from DMF/water). The reactants are C(C1=CC=NC=C1)(=O)CC(=O)OCC (Ethyl isonicotinoylacetate), C(=C)C(=O)C (methyl vinyl ketone). The product is C(C1=CC=NC=C1)(=O)C(C(=O)OCC)CCC(C)=O (ethyl 2-(isonicotinoyl)-5-oxohexanoate). Reaction SMILES: [C:1]([CH2:9][C:10]([O:12][CH2:13][CH3:14])=[O:11])(=[O:8])[C:2]1[CH:7]=[CH:6][N:5]=[CH:4][CH:3]=1.[CH:15]([C:17]([CH3:19])=[O:18])=[CH2:16]>>[C:1]([CH:9]([CH2:16][CH2:15][C:17](=[O:18])[CH3:19])[C:10]([O:12][CH2:13][CH3:14])=[O:11])(=[O:8])[C:2]1[CH:7]=[CH:6][N:5]=[CH:4][CH:3]=1. Procedure: 3-(4-Pyridinyl)-2-cyclohexen-1-one is obtained by modifying the procedure described in Example B-1 as follows: Ethyl isonicotinoylacetate and methyl vinyl ketone are reacted as in Example B-1 to yield ethyl 2-(isonicotinoyl)-5-oxohexanoate which is then reacted with 35% aqueous sodium hydroxide solution at 25°-30° C. to produce ethyl 3-(4-pyridinyl)-2-cyclohexen-1-one-4-carboxylate and the 4-carboxylate is heated with aqueous sulfuric acid at 95° C. until the evolution of carbon dioxide ceases, ... Reactants: C(=C)OCC (ethyl vinyl ether), C(C)OCCCN1S(C2=C(C(C1)O)C=CS2)(=O)=O (2-(3-Ethoxypropyl)-3,4-dihydro-2H-thieno[3,2-e]-1,2-thiazine-4-ol 1,1-dioxide), C([O-])(O)=O.[Na+] (Sodium bicarbonate). Reagents/catalysts: C1(=CC=C(C=C1)S(=O)(=O)O)C (p-toluenesulfonic acid). Solvent: C1CCOC1 (THF). Reaction conditions: time 18 hour. The product is C(C)OC(C)OC1CN(S(C2=C1C=CS2)(=O)=O)CCCOCC (4-(1-Ethoxyethoxy)-2-(3-ethoxypropyl)-3,4-dihydro-2H-thieno[3,2-e]-1,2-thiazine 1,1-dioxide). The yield is 46.3%. Reaction SMILES: [CH2:1]([O:3][CH2:4][CH2:5][CH2:6][N:7]1[CH2:12][CH:11]([OH:13])[C:10]2[CH:14]=[CH:15][S:16][C:9]=2[S:8]1(=[O:18])=[O:17])[CH3:2].[CH:19]([O:21][CH2:22][CH3:23])=[CH2:20].C(=O)(O)[O-].[Na+]>C1COCC1.C1(C)C=CC(S(O)(=O)=O)=CC=1>[CH2:19]([O:21][CH:22]([O:13][CH:11]1[C:10]2[CH:14]=[CH:15][S:16][C:9]=2[S:8](=[O:17])(=[O:18])[N:7]([CH2:6][CH2:5][CH2:4][O:3][CH2:1][CH3:2])[CH2:12]1)[CH3:23])[CH3:20] |f:2.3|. Reported procedure: A solution of the product from Step B (13.0 g, 44.77 mmol) and p-toluenesulfonic acid (0.20 g) in THF (250 mL) was cooled in an ice bath and ethyl vinyl ether (4.7 mL, 49.24 mmol) was added slowly; this mixture was stirred at room temperature for 18 hr. Sodium bicarbonate (2.0 g) was added and the mixture stirred for 30 min, washed with water (3×75 mL), saturated aqueous sodium chloride (100 mL) and dried (MgSO4). The mixture was evaporated to a residue which was filtered through silica gel with... Run at temperature 150 celsius, time 20 hour. The product is Cn3ccc2cc(c1ccccc1)ccc23. The reagents and catalysts are I(2-Ad). The reactants are Cn3ccc2cc(B1OCC(C)(C)CO1)ccc23 (effective_coupling_partner), CCN(CC)C(=O)Oc1ccccc1 (substrate). Yields the product CCOC(=O)c1cc2c(cc1N)OCCO2. Starting materials: CCOC(C)=O, [H][H], CCOC(=O)c1cc2c(cc1[N+](=O)[O-])OCCO2. RXN SMILES: [CH3:21][CH2:22][O:23][C:24]([CH3:25])=[O:26].[H:19][H:20].[N+:1]([O-:2])(=[O:3])[c:4]1[c:5]([C:14](=[O:15])[O:16][CH2:17][CH3:18])[cH:6][c:7]2[c:8]([cH:13]1)[O:9][CH2:10][CH2:11][O:12]2>>[NH2:1][c:4]1[c:5]([C:14](=[O:15])[O:16][CH2:17][CH3:18])[cH:6][c:7]2[c:8]([cH:13]1)[O:9][CH2:10][CH2:11][O:12]2. Starting materials: C(C)(C)(C)OC(=O)NCCCCCN (N-t-butyloxycarbonyl-1,5-diaminopentane), ClC1=C(C(=CC=C1)F)C1=NOC(=C1C(=O)Cl)C (3-(2-chloro-6-fluorophenyl)-5-methylisoxazol-4-oyl chloride). Reaction SMILES: [C:1]([O:5][C:6]([NH:8][CH2:9][CH2:10][CH2:11][CH2:12][CH2:13][NH2:14])=[O:7])([CH3:4])([CH3:3])[CH3:2].[Cl:15][C:16]1[CH:21]=[CH:20][CH:19]=[C:18]([F:22])[C:17]=1[C:23]1[C:27]([C:28](Cl)=[O:29])=[C:26]([CH3:31])[O:25][N:24]=1>>[C:1]([O:5][C:6]([NH:8][CH2:9][CH2:10][CH2:11][CH2:12][CH2:13][NH:14][C:28]([C:27]1[C:23]([C:17]2[C:18]([F:22])=[CH:19][CH:20]=[CH:21][C:16]=2[Cl:15])=[N:24][O:25][C:26]=1[CH3:31])=[O:29])=[O:7])([CH3:4])([CH3:3])[CH3:2]. Procedure details: N-t-butyloxycarbonyl-1,5-diaminopentane (1.04 g, 5.14 mmol) and 3-(2-chloro-6-fluorophenyl)-5-methylisoxazol-4-oyl chloride (1.41 g, 5.14 mmol) were converted to 2.14 g of the title compound by the procedure of Preparation 1. (95%). MS(IS) m/z 412 (M+). IR(CHCl3) 3496, 3012, 2936, 1708, 1663, 1611, 1510 cm−1. Isolated yield 94.6%. Yields the product C(C)(C)(C)OC(=O)NCCCCCNC(=O)C=1C(=NOC1C)C1=C(C=CC=C1F)Cl (N-t-Butyloxycarbonyl-N′-(3-[2-Chloro-6-Fluorophenyl]-5-Methylisoxazol-4-oyl)-1,5-Diaminopentane).